Dataset: the Open Reaction Database (ORD), a public repository of structured organic reaction records. Task: describe an organic reaction: reactants, conditions, products, and yield Reactants: [H-], CI, Cn1ncc([N+](=O)[O-])c1N1CCC(O)C(N=[N+]=[N-])CC1, [Na+], CN(C)C=O, O. The product is COC1CCN(c2c([N+](=O)[O-])cnn2C)CCC1N=[N+]=[N-]. Reaction SMILES: [H-:21].[I:23][CH3:24].[N:1](=[N+:2]=[N-:3])[CH:4]1[CH:5]([OH:20])[CH2:6][CH2:7][N:8]([c:11]2[c:12]([N+:17](=[O:18])[O-:19])[cH:13][n:14][n:15]2[CH3:16])[CH2:9][CH2:10]1.[Na+:22].[O:26]=[CH:27][N:28]([CH3:29])[CH3:30].[OH2:25]>>[N:1](=[N+:2]=[N-:3])[CH:4]1[CH:5]([O:20][CH3:24])[CH2:6][CH2:7][N:8]([c:11]2[c:12]([N+:17](=[O:18])[O-:19])[cH:13][n:14][n:15]2[CH3:16])[CH2:9][CH2:10]1.